From a dataset of the Open Reaction Database (ORD), a public repository of structured organic reaction records. describe an organic reaction: reactants, conditions, products, and yield Starting materials: Cl, COc1ccc(-c2nc(N)c(C(N)=O)nc2-c2ccc(=O)n(C(C)C)c2)cc1, [Na+], C1COCCO1, [OH-]. Product: COc1ccc(-c2nc(N)c(C(=O)O)nc2-c2ccc(=O)n(C(C)C)c2)cc1. Reaction SMILES: [ClH:31].[NH2:1][c:2]1[c:3]([C:26](=[O:27])[NH2:28])[n:4][c:5](-[c:16]2[cH:17][n:18]([CH:23]([CH3:24])[CH3:25])[c:19](=[O:22])[cH:20][cH:21]2)[c:6](-[c:8]2[cH:9][cH:10][c:11]([O:14][CH3:15])[cH:12][cH:13]2)[n:7]1.[Na+:30].[O:32]1[CH2:33][CH2:34][O:35][CH2:36][CH2:37]1.[OH-:29]>>[NH2:1][c:2]1[c:3]([C:26]([OH:27])=[O:29])[n:4][c:5](-[c:16]2[cH:17][n:18]([CH:23]([CH3:24])[CH3:25])[c:19](=[O:22])[cH:20][cH:21]2)[c:6](-[c:8]2[cH:9][cH:10][c:11]([O:14][CH3:15])[cH:12][cH:13]2)[n:7]1. The reactants are C1(CCCCC1)[C@H]1[C@@H](CN(CC1)C(=O)OCC1=CC=CC=C1)NC(=O)OC1=CC=C(C=C1)[N+](=O)[O-] ((3S,4S)-benzyl 4-cyclohexyl-3-((4-nitrophenoxy)carbonylamino)piperidine-1-carboxylate), ClC=1C(=C(C=CC1)[C@@](CCCCOC)(O)[C@H]1CNCCC1)F ((S)-1-(3-chloro-2-fluorophenyl)-5-methoxy-1-((R)-piperidin-3-yl)pentan-1-ol), CCN(C(C)C)C(C)C (DIEA). The solvent is C(Cl)Cl (CH2Cl2). Reaction conditions: time 1 hour. Product: ClC=1C(=C(C=CC1)[C@@](CCCCOC)(O)[C@H]1CN(CCC1)C(=O)N[C@@H]1CN(CC[C@H]1C1CCCCC1)C(=O)OCC1=CC=CC=C1)F ((3S,4S)-benzyl 3-((R)-3-((S)-1-(3-chloro-2-fluorophenyl)-1-hydroxy-5-methoxypentyl)piperidine-1-carboxamido)-4-cyclohexylpiperidine-1-carboxylate). Isolated yield 63.0%. RXN SMILES: [CH:1]1([C@@H:7]2[CH2:12][CH2:11][N:10]([C:13]([O:15][CH2:16][C:17]3[CH:22]=[CH:21][CH:20]=[CH:19][CH:18]=3)=[O:14])[CH2:9][C@H:8]2[NH:23][C:24](OC2C=CC([N+]([O-])=O)=CC=2)=[O:25])[CH2:6][CH2:5][CH2:4][CH2:3][CH2:2]1.[Cl:36][C:37]1[C:38]([F:57])=[C:39]([C@:43]([C@@H:51]2[CH2:56][CH2:55][CH2:54][NH:53][CH2:52]2)([OH:50])[CH2:44][CH2:45][CH2:46][CH2:47][O:48][CH3:49])[CH:40]=[CH:41][CH:42]=1.CCN(C(C)C)C(C)C>C(Cl)Cl>[Cl:36][C:37]1[C:38]([F:57])=[C:39]([C@:43]([C@@H:51]2[CH2:56][CH2:55][CH2:54][N:53]([C:24]([NH:23][C@H:8]3[C@H:7]([CH:1]4[CH2:2][CH2:3][CH2:4][CH2:5][CH2:6]4)[CH2:12][CH2:11][N:10]([C:13]([O:15][CH2:16][C:17]4[CH:18]=[CH:19][CH:20]=[CH:21][CH:22]=4)=[O:14])[CH2:9]3)=[O:25])[CH2:52]2)([OH:50])[CH2:44][CH2:45][CH2:46][CH2:47][O:48][CH3:49])[CH:40]=[CH:41][CH:42]=1. Procedure: Half of the crude (3S,4S)-benzyl 4-cyclohexyl-3-((4-nitrophenoxy)carbonylamino)piperidine-1-carboxylate from Step 1 was added to a solution of (S)-1-(3-chloro-2-fluorophenyl)-5-methoxy-1-((R)-piperidin-3-yl)pentan-1-ol (29 mg, 2 equiv) and DIEA (15 μL, 3 equiv) in CH2Cl2 (2 mL). The mixture was stirred for 1 h at rt. LC-MS showed the reaction was complete. The mixture was concentrated and purified by preparative HPLC to afford (3S,4S)-benzyl 3-((R)-3-((S)-1-(3-chloro-2-fluorophenyl)-1-hydroxy-5-... RXN SMILES: [CH3:1][O:2][C:3](=[O:4])[C:5]1([S:9][c:10]2[c:11]([Cl:20])[cH:12][c:13]([F:19])[c:14]([N:16]=[C:17]=[S:18])[cH:15]2)[CH2:6][CH2:7][CH2:8]1.[CH3:27][CH2:28][OH:29].[NH:21]1[NH:22][CH2:23][CH2:24][CH2:25][CH2:26]1>>[CH3:1][O:2][C:3](=[O:4])[C:5]1([S:9][c:10]2[c:11]([Cl:20])[cH:12][c:13]([F:19])[c:14]([NH:16][C:17](=[S:18])[N:21]3[NH:22][CH2:23][CH2:24][CH2:25][CH2:26]3)[cH:15]2)[CH2:6][CH2:7][CH2:8]1. The reactants are COC(=O)C1(Sc2cc(N=C=S)c(F)cc2Cl)CCC1, CCO, C1CCNNC1. Yields the product COC(=O)C1(Sc2cc(NC(=S)N3CCCCN3)c(F)cc2Cl)CCC1. The reactants are [N+](=O)(O)[O-] (nitric acid), O1CC(CCC1)O (tetrahydro-2H-pyran-3-ol), ice water. The solvent is C(C)(=O)OC(C)=O (acetic anhydride). Run at time 1.5 hour. Yields the product [N+](=O)([O-])OC1COCCC1 (tetrahydro-2H-pyran-3-ol nitrate). RXN SMILES: [N+:1]([O-:4])([OH:3])=[O:2].[O:5]1[CH2:10][CH2:9][CH2:8][CH:7](O)[CH2:6]1>C(OC(=O)C)(=O)C>[N+:1]([O:4][CH:7]1[CH2:8][CH2:9][CH2:10][O:5][CH2:6]1)([O-:3])=[O:2]. Procedure details: In a reaction vessel was placed 50 ml acetic anhydride. While cooling, 14 ml of 90 percent fuming nitric acid was added. Following this, 25 g of tetrahydro-2H-pyran-3-ol was added dropwise at -8° to -10° C. over a one hour period. Stirring was continued for 1.5 hours at -10° C. The mixture was then allowed to warm to room temperature and then poured into an ice-water mixture. The organic phase settled and was separated. The organic phase was diluted with methylene chloride and also washed with a... The solvent is C1(=CC=CC=C1)C (toluene), O (water), CCOC(=O)C (EtOAc). Reaction SMILES: [Li].C[Si](C)(C)N[Si](C)(C)C.C1(P(C2CCCCC2)C2(N(C)C)CC=CC=C2C2C=CC=CC=2)CCCCC1.[C:39]([O:42][C:43]([CH3:46])([CH3:45])[CH3:44])(=[O:41])[CH3:40].[Br:47][C:48]1[CH:53]=[CH:52][C:51](I)=[C:50]([CH3:55])[CH:49]=1>C1(C)C=CC=CC=1.O.CCOC(C)=O.C([O-])(=O)C.[Pd+2].C([O-])(=O)C>[C:43]([O:42][C:39](=[O:41])[CH2:40][C:51]1[CH:52]=[CH:53][C:48]([Br:47])=[CH:49][C:50]=1[CH3:55])([CH3:46])([CH3:45])[CH3:44] |f:0.1,8.9.10,^1:0|. The reagents and catalysts are C(C)(=O)[O-].[Pd+2].C(C)(=O)[O-] (palladium (II) acetate). Starting materials: [Li].C[Si](N[Si](C)(C)C)(C)C (lithium hexamethyldisilazane), C1(CCCCC1)P(C1(C(=CC=CC1)C1=CC=CC=C1)N(C)C)C1CCCCC1 (2-dicyclohexylphosphino-2-(N,N-dimethylamino)biphenyl), BrC1=CC(=C(C=C1)I)C (4-bromo-1-iodo-2-methylbenzene), C(C)(=O)OC(C)(C)C (tert-butyl acetate). Run at time 10 minute. Product: C(C)(C)(C)OC(CC1=C(C=C(C=C1)Br)C)=O (tert-butyl(4-bromo-2-methylphenyl)acetate). Procedure: Under an argon atmosphere 39.6 mL (39.6 mmol; 1M in hexane) of lithium-hexamethyldisilazane was added to a suspension of 145 mg (0.65 mmol) of palladium (II) acetate and 875 mg (2.22 mmol) of 2-dicyclohexylphosphino-2-(N,N-dimethylamino)biphenyl in 40 mL of toluene and the reaction solution was stirred for 10 minutes at RT. Then the mixture was cooled to −10° C. and combined with 3.30 mL (24.5 mmol) of tert-butyl acetate (dried over basic Alox). 4.00 mL (22.2 mmol) of 4-bromo-1-iodo-2-methylbenz... Starting materials: OC1=C(C=O)C=CC(=C1)O (2,4-dihydroxybenzaldehyde), [F-].[K+] (potassium flouride), C(C1=CC=CC=C1)Cl (benzyl chloride). The solvent is C(C)#N (acetonitrile). Product: C(C1=CC=CC=C1)OC1=CC(=C(C=O)C=C1)O (4-(Benzyloxy)-2-hydroxybenzaldehyde). As a reaction SMILES: [OH:1][C:2]1[CH:9]=[C:8]([OH:10])[CH:7]=[CH:6][C:3]=1[CH:4]=[O:5].[F-].[K+].[CH2:13](Cl)[C:14]1[CH:19]=[CH:18][CH:17]=[CH:16][CH:15]=1>C(#N)C>[CH2:13]([O:10][C:8]1[CH:7]=[CH:6][C:3]([CH:4]=[O:5])=[C:2]([OH:1])[CH:9]=1)[C:14]1[CH:19]=[CH:18][CH:17]=[CH:16][CH:15]=1 |f:1.2|. Procedure details: A solution of 2,4-dihydroxybenzaldehyde (20 g, 0.144 mol), potassium flouride (16.7 g, 2 equivalents) and benzyl chloride (29 mL, 1.75 equivalents) in acetonitrile (150 mL) is heated at reflux temperature for 16 hr, cooled to room temperature, concentrated, diluted with water and extracted with EtOAc. The combined extracts are dried over MgSO4 and concentrated in vacuo to give an oil residue. The residue is chromatographed (silica gel/10% EtOAc in hexanes to 50% EtOAc in hexanes as gradient elue... Reactants: BrC=1C=C2C=CC(=CC2=CC1)CCN1C(CCC1)C (1-[2-(6-bromo-naphthalen-2-yl)-ethyl]-2-methyl-pyrrolidine), N=1NC(C=CC1)=O (2H-pyridazin-3-one). Yields the product CC1N(CCC1)CCC=1C=C2C=CC(=CC2=CC1)N1N=CC=CC1=O (2-{6-[2-(2-methyl-pyrrolidin-1-yl)-ethyl]-naphthalen-2-yl}-2H-pyridazin-3-one). RXN SMILES: Br[C:2]1[CH:3]=[C:4]2[C:9](=[CH:10][CH:11]=1)[CH:8]=[C:7]([CH2:12][CH2:13][N:14]1[CH2:18][CH2:17][CH2:16][CH:15]1[CH3:19])[CH:6]=[CH:5]2.[N:20]1[NH:21][C:22](=[O:26])[CH:23]=[CH:24][CH:25]=1>>[CH3:19][CH:15]1[CH2:16][CH2:17][CH2:18][N:14]1[CH2:13][CH2:12][C:7]1[CH:8]=[C:9]2[C:4](=[CH:5][CH:6]=1)[CH:3]=[C:2]([N:21]1[C:22](=[O:26])[CH:23]=[CH:24][CH:25]=[N:20]1)[CH:11]=[CH:10]2. Reported procedure: One process for the preparation of 2-{6-[2-(2-methyl-pyrrolidin-1-yl)-ethyl]-naphthalen-2-yl}-2H-pyridazin-3-one, which demonstrates activity as a histamine-3 receptor ligand, involves treating an inexpensive and readily available starting material, 6-bromo-naphthalen-2-ol, to afford 2-{6-[2-(2-methyl-pyrrolidin-1-yl)-ethyl]-naphthalen-2-yl}-2H-pyridazin-3-one. Briefly, the process involves providing 6-bromo-naphthalen-2-ol. Preparing the triflate, or trifluoromethansulfonic acid ester, of 6-bro... Starting materials: [OH-].[Na+] (sodium hydroxide), ClC1=C(C=CC=C1)O (2-chlorophenol), BrCCCC(=O)OCC (ethyl 4-bromobutyrate), C([O-])([O-])=O.[K+].[K+] (potassium carbonate), Cl (hydrochloric acid). Solvent: CC(CC)=O (2-butanone). Run at temperature 25 celsius, time 21 hour. Yields the product ClC1=C(OCCCC(=O)O)C=CC=C1 (4-(2-Chlorophenoxy)butanoic acid). The yield is 96.3%. RXN SMILES: [Cl:1][C:2]1[CH:7]=[CH:6][CH:5]=[CH:4][C:3]=1[OH:8].Br[CH2:10][CH2:11][CH2:12][C:13]([O:15]CC)=[O:14].C(=O)([O-])[O-].[K+].[K+].[OH-].[Na+].Cl>CC(=O)CC>[Cl:1][C:2]1[CH:7]=[CH:6][CH:5]=[CH:4][C:3]=1[O:8][CH2:10][CH2:11][CH2:12][C:13]([OH:15])=[O:14] |f:2.3.4,5.6|. Procedure details: A 500 mL 3-neck round bottom flask equipped with a magnetic stirrer bar and a reflux condenser was charged with 12.88 g (100 mmol) of 2-chlorophenol, 22.54 g (110 mmol) of ethyl 4-bromobutyrate, 16.59 g, 120 mmol potassium carbonate and 350 mL of 2-butanone. The slurry was heated to reflux. After stirring for 21 hr at reflux, the reaction mixture was cooled to 25° C., filtered and concentrated. The residue was taken up in 400 mL of water and treated with 100 mL of 2N aqueous sodium hydroxide (20... The reactants are [Al+3], CO, [Cl-], [Cl-], [Cl-], ClCCl, Cl, COc1ccc(Cl)c(N)c1C(=O)CCl. Product: Nc1c(Cl)ccc2c1C(=O)CO2. Reaction SMILES: [Al+3:2].[CH3:20][OH:21].[Cl-:1].[Cl-:3].[Cl-:4].[Cl:22][CH2:23][Cl:24].[ClH:19].[NH2:5][c:6]1[c:7]([C:15]([CH2:16][Cl:17])=[O:18])[c:8]([O:13][CH3:14])[cH:9][cH:10][c:11]1[Cl:12]>>[NH2:5][c:6]1[c:7]2[c:8]([cH:9][cH:10][c:11]1[Cl:12])[O:13][CH2:16][C:15]2=[O:18].